From a dataset of the Open Reaction Database (ORD), a public repository of structured organic reaction records. describe an organic reaction: reactants, conditions, products, and yield Starting materials: C1(=CC=CC=C1)CCCN1CCN(CCC1)C(=O)CNC(=O)C1=CC2=CN=C3C=CC=C(S1)N32 (N-[4-(3-phenylpropan-1-yl)-2,3,5,6-tetrahydro-7H-1,4-diazepin-1-ylcarbonylmethyl]-5-thia-1,8b-diazaacenaphthylene-4-carboxamide), Cl (hydrochloric acid). Run in C(C)O (ethanol). The product is Cl.Cl.C1(=CC=CC=C1)CCCN1CCN(CCC1)C(=O)CNC(=O)C1=CC2=CN=C3C=CC=C(S1)N32 (N-[4-(3-phenylpropan-1-yl)-2,3,5,6-tetrahydro-7H-1,4-diazepin-1-ylcarbonylmethyl]-5-thia-1,8b-diazaacenaphthylene-4-carboxamide dihydrochloride). Reaction SMILES: [C:1]1([CH2:7][CH2:8][CH2:9][N:10]2[CH2:16][CH2:15][CH2:14][N:13]([C:17]([CH2:19][NH:20][C:21]([C:23]3[S:33][C:32]4[N:34]5[C:25](=[CH:26][N:27]=[C:28]5[CH:29]=[CH:30][CH:31]=4)[CH:24]=3)=[O:22])=[O:18])[CH2:12][CH2:11]2)[CH:6]=[CH:5][CH:4]=[CH:3][CH:2]=1.[ClH:35]>C(O)C>[ClH:35].[ClH:35].[C:1]1([CH2:7][CH2:8][CH2:9][N:10]2[CH2:16][CH2:15][CH2:14][N:13]([C:17]([CH2:19][NH:20][C:21]([C:23]3[S:33][C:32]4[N:34]5[C:25](=[CH:26][N:27]=[C:28]5[CH:29]=[CH:30][CH:31]=4)[CH:24]=3)=[O:22])=[O:18])[CH2:12][CH2:11]2)[CH:6]=[CH:5][CH:4]=[CH:3][CH:2]=1 |f:3.4.5|. Procedure: To a solution of 1.00 g (2.1 mmol.) of N-[4-(3-phenylpropan-1-yl)-2,3,5,6-tetrahydro-7H-1,4-diazepin-1-ylcarbonylmethyl]-5-thia-1,8b-diazaacenaphthylene-4-carboxamide in ethanol (10 ml) was added, at room temperature, 1 ml (12 mmol.) of 12N hydrochloric acid. The mixture was stirred for several minutes, followed by concentration under reduced pressure. To the resulting crystals was added diethyl ether. The crystals were collected by filtration, which were washed with ethanol and diethyl ether to... Reactants: ClC(=O)N1C=2C(C(NC3=C1C=CC=C3)=O)=CSC2C (4-(chlorocarbonyl)-4,9-dihydro-3-methyl-10H-thieno[3,4-b][1,5]benzodiazepin-10-one), CN1CC2CNCC2C1 (3-methyl-3,7-diazabicyclo-[3.3.0]octane). The solvent is C(C)O (ethanol). The product is CC=1SC=C2C1N(C1=C(NC2=O)C=CC=C1)C(=O)N1CC2CN(CC2C1)C (4,9-Dihydro-3-methyl-4-[[7-methyl-3,7-diazabicyclo[3.3.0]oct-3-yl]carbonyl]-10H-thieno[3,4-b][1,5]benzodiazepin-10-one). Yield: 13.0%. RXN SMILES: Cl[C:2]([N:4]1[C:10]2[CH:11]=[CH:12][CH:13]=[CH:14][C:9]=2[NH:8][C:7](=[O:15])[C:6]2=[CH:16][S:17][C:18]([CH3:19])=[C:5]12)=[O:3].[CH3:20][N:21]1[CH2:28][CH:27]2[CH:23]([CH2:24][NH:25][CH2:26]2)[CH2:22]1>C(O)C>[CH3:19][C:18]1[S:17][CH:16]=[C:6]2[C:7](=[O:15])[NH:8][C:9]3[CH:14]=[CH:13][CH:12]=[CH:11][C:10]=3[N:4]([C:2]([N:25]3[CH2:26][CH:27]4[CH:23]([CH2:22][N:21]([CH3:20])[CH2:28]4)[CH2:24]3)=[O:3])[C:5]=12. Reported procedure: Prepared analogously to Example 1 from 4-(chlorocarbonyl)-4,9-dihydro-3-methyl-10H-thieno[3,4-b][1,5]benzodiazepin-10-one and 3-methyl-3,7-diazabicyclo-[3.3.0]octane in a yield of 13% of theory. Colourless crystals of m.p. 220°-222° C. (ethanol). Reactants: CO (methanol), S(=O)(Cl)Cl (thionyl chloride), NC=1C=C(C(=O)O)C=CC1 (m-aminobenzoic acid). Run in C(Cl)(Cl)Cl.CO (chloroform methanol), C(Cl)(Cl)Cl.CO (chloroform methanol). Conditions: time 8 hour. Product: COC(C1=CC(=CC=C1)N)=O (m-aminobenzoic acid methyl ester). RXN SMILES: [CH3:1]O.S(Cl)(Cl)=O.[NH2:7][C:8]1[CH:9]=[C:10]([CH:14]=[CH:15][CH:16]=1)[C:11]([OH:13])=[O:12]>C(Cl)(Cl)Cl.CO>[CH3:1][O:12][C:11](=[O:13])[C:10]1[CH:14]=[CH:15][CH:16]=[C:8]([NH2:7])[CH:9]=1 |f:3.4|. Reported procedure: To a chilled solution of methanol (100) was added thionyl chloride (21.25 ml, 0.29 mol). The solution was stirred for a further 30 minutes after which time m-aminobenzoic acid (10 g, 73 mmol) was added. The reaction was allowed to proceed overnight at room temperature and the solvents were then removed under reduced pressure. The product was obtained on tituration of the residue with diethyl ether. Yield 12.2 g (89%), m.p. 216°-218° C. The product was judged homogeneous by tlc in chloroform/meth... The product is C(C)(=O)O.C(C1=CC=CC=C1)NC1CCCCC1 (benzyl 2-cyclohexylamine acetate). As a reaction SMILES: C(=O)([O-])[O-].[K+].[K+].[CH:7]1([NH2:13])[CH2:12][CH2:11][CH2:10][CH2:9][CH2:8]1.Br[CH2:15][C:16]([O:18][CH2:19][C:20]1[CH:25]=[CH:24][CH:23]=[CH:22][CH:21]=1)=[O:17]>C(Cl)Cl>[C:16]([OH:18])(=[O:17])[CH3:15].[CH2:19]([NH:13][CH:7]1[CH2:12][CH2:11][CH2:10][CH2:9][CH2:8]1)[C:20]1[CH:25]=[CH:24][CH:23]=[CH:22][CH:21]=1 |f:0.1.2,6.7|. Conditions: time 2.5 day. Reactants: BrCC(=O)OCC1=CC=CC=C1 (benzyl 2-bromo-acetate), ice water, C([O-])([O-])=O.[K+].[K+] (potassium carbonate), C1(CCCCC1)N (cyclohexylamine), ice water. The solvent is C(Cl)Cl (methylene chloride), C(Cl)Cl (methylene chloride). Reported procedure: To an ice-water cooled solution of 65.8 ml of methylene chloride and 18.2 g of potassium carbonate is added 11.3 ml (98.7 mmol) of cyclohexylamine. To this mixture is added dropwise, over a period of 1 hour, a mixture of 5.21 ml (32.9 mmol) of benzyl 2-bromo-acetate and 65.8 ml of methylene chloride. The resultant hazy, white reaction mixture is then stirred at ice-water temperature for 2.5 hours and then at room temperature for 2.5 days. The resultant opaque, white reaction mixture is then part...